This data is from the Open Reaction Database (ORD), a public repository of structured organic reaction records. The task is: describe an organic reaction: reactants, conditions, products, and yield The reactants are N#Cc1ccc(-c2cncc(N)c2)cc1Cl, O=S(=O)(Cl)CCOc1ccccc1, c1ccncc1. Yields the product N#Cc1ccc(-c2cncc(NS(=O)(=O)CCOc3ccccc3)c2)cc1Cl. Reaction SMILES: [NH2:1][c:2]1[cH:3][c:4](-[c:8]2[cH:9][c:10]([Cl:16])[c:11]([C:12]#[N:13])[cH:14][cH:15]2)[cH:5][n:6][cH:7]1.[O:17]([c:18]1[cH:19][cH:20][cH:21][cH:22][cH:23]1)[CH2:24][CH2:25][S:26](=[O:27])(=[O:28])[Cl:29].[cH:30]1[cH:31][cH:32][n:33][cH:34][cH:35]1>>[NH:1]([c:2]1[cH:3][c:4](-[c:8]2[cH:9][c:10]([Cl:16])[c:11]([C:12]#[N:13])[cH:14][cH:15]2)[cH:5][n:6][cH:7]1)[S:26]([CH2:25][CH2:24][O:17][c:18]1[cH:19][cH:20][cH:21][cH:22][cH:23]1)(=[O:27])=[O:28]. Starting materials: COC(=O)CC(C)=O, O=CC=CC=C1c2ccccc2Sc2ccccc21. Yields the product COC(=O)CC(=O)CC(O)C=CC=C1c2ccccc2Sc2ccccc21. RXN SMILES: [C:20]([CH2:21][C:22](=[O:23])[CH3:24])(=[O:25])[O:26][CH3:27].[cH:1]1[cH:2][cH:3][cH:4][c:5]2[c:14]1[C:13](=[CH:15][CH:16]=[CH:17][CH:18]=[O:19])[c:12]1[c:7]([cH:8][cH:9][cH:10][cH:11]1)[S:6]2>>[cH:1]1[cH:2][cH:3][cH:4][c:5]2[c:14]1[C:13](=[CH:15][CH:16]=[CH:17][CH:18]([OH:19])[CH2:24][C:22]([CH2:21][C:20](=[O:25])[O:26][CH3:27])=[O:23])[c:12]1[c:7]([cH:8][cH:9][cH:10][cH:11]1)[S:6]2.